This data is from the Open Reaction Database (ORD), a public repository of structured organic reaction records. The task is: describe an organic reaction: reactants, conditions, products, and yield Starting materials: compound, ClC1=C(C=CC(=C1)Cl)C1=CC2=C(N(C3=CC=C(C=C23)C=2N=C(SC2)CO)C)N(C1=O)C (3-(2,4-dichlorophenyl)-6-(2-hydroxymethylthiazol-4-yl)-1,9-dimethyl-1,9-dihydropyrido[2,3-b]indol-2-one), [Cr](=O)(=O)([O-])Cl.[NH+]1=CC=CC=C1 (pyridinium chlorochromate). Run in C(Cl)(Cl)Cl (CHCl3). Run at time 3 hour. The product is ClC1=C(C=CC(=C1)Cl)C1=CC2=C(N(C3=CC=C(C=C23)C=2N=C(SC2)C=O)C)N(C1=O)C (4-[3-(2,4-Dichlorophenyl)-1,9-dimethyl-2-oxo-2,9-dihydro-1H-pyrido[2,3-b]indol-6-yl]thiazole-2-carbaldehyde). Reaction SMILES: [Cl:1][C:2]1[CH:7]=[C:6]([Cl:8])[CH:5]=[CH:4][C:3]=1[C:9]1[C:29](=[O:30])[N:28]([CH3:31])[C:12]2[N:13]([CH3:27])[C:14]3[C:19]([C:11]=2[CH:10]=1)=[CH:18][C:17]([C:20]1[N:21]=[C:22]([CH2:25][OH:26])[S:23][CH:24]=1)=[CH:16][CH:15]=3.[Cr](Cl)([O-])(=O)=O.[NH+]1C=CC=CC=1>C(Cl)(Cl)Cl>[Cl:1][C:2]1[CH:7]=[C:6]([Cl:8])[CH:5]=[CH:4][C:3]=1[C:9]1[C:29](=[O:30])[N:28]([CH3:31])[C:12]2[N:13]([CH3:27])[C:14]3[C:19]([C:11]=2[CH:10]=1)=[CH:18][C:17]([C:20]1[N:21]=[C:22]([CH:25]=[O:26])[S:23][CH:24]=1)=[CH:16][CH:15]=3 |f:1.2|. Reported procedure: 258 mg (0.548 mmol) of compound from Example 9, 3-(2,4-dichlorophenyl)-6-(2-hydroxymethylthiazol-4-yl)-1,9-dimethyl-1,9-dihydropyrido[2,3-b]indol-2-one are suspended in 10 ml of CHCl3. 177 mg (0.82 mmol) of pyridinium chlorochromate (PCC) are added. The mixture is stirred at ambient temperature for 3 hours. The reaction medium is loaded directly onto a silica column and the mixture is purified, elution being carried out with 100% EtOAc. Reactants: N(=O)[O-].[Na+] (sodium nitrite), NC1=CC=C(C=C1)C=1C=CC2=C(C=C(O2)C(=O)OCC)C1 (ethyl 5-(4-aminophenyl)benzofuran-2-carboxylate), Cl (hydrochloric acid), cuprous chloride. Solvent: O (water). Run at temperature 70 celsius, time 1 hour. The product is ClC1=CC=C(C=C1)C=1C=CC2=C(C=C(O2)C(=O)OCC)C1 (ethyl 5-(4-chlorophenyl)benzofuran-2-carboxylate). RXN SMILES: N([O-])=O.[Na+].N[C:6]1[CH:11]=[CH:10][C:9]([C:12]2[CH:13]=[CH:14][C:15]3[O:19][C:18]([C:20]([O:22][CH2:23][CH3:24])=[O:21])=[CH:17][C:16]=3[CH:25]=2)=[CH:8][CH:7]=1.[ClH:26]>O>[Cl:26][C:6]1[CH:11]=[CH:10][C:9]([C:12]2[CH:13]=[CH:14][C:15]3[O:19][C:18]([C:20]([O:22][CH2:23][CH3:24])=[O:21])=[CH:17][C:16]=3[CH:25]=2)=[CH:8][CH:7]=1 |f:0.1|. Procedure: A solution of 6.9 g of sodium nitrite in 40 ml of water was added drop-by-drop to a stirred mixture of 30 g of 12C and 160 ml of 6 N hydrochloric acid, the rate of addition being adjusted to maintain the temperature of the reaction mixture at 0°-5° C. The mixture was stirred for 1 hour at 0°-5° C., then added with vigorous stirring, to 50 ml of 20% aqueous cuprous chloride heated to 70° C. The resulting mixture was heated to 70° C., then allowed to cool. The solid was collected, washed with wate... Starting materials: C(CC(O)(C(=O)O)CC(=O)O)(=O)O (citric acid), P(O)(O)(O)=O (phosphoric acid). Yields the product C(C(O)CC(=O)O)(=O)O (malic acid). As a reaction SMILES: C(O)(=O)C[C:3]([CH2:8][C:9]([OH:11])=[O:10])([C:5]([OH:7])=[O:6])[OH:4].P(=O)(O)(O)O>>[C:5]([OH:7])(=[O:6])[CH:3]([CH2:8][C:9]([OH:11])=[O:10])[OH:4]. Reported procedure: 5 pounds of citric acid; 4 pounds of Red Punch 586323 CE, available from Premium Ingredients, Franklin Park, Ill.; 8 pounds of Tropical Fruit 597540 C, available from Premium Ingredients, Franklin Park, Ill.; 8 pounds of Raspberry Flavor 01-EF956, available from Western Flavors and Fragrances, Livermore, Calif., may be added. The combined admixture may be mixed for 2 minutes, and the pH may be checked and adjusted if necessary with phosphoric acid to the desired target pH of about 2.8-3.4, usual... The reactants are BrCC(=O)NC(=O)C1CC1 (N-(2-bromoacetyl)cyclopropanecarboxamide), P(=O)(O)([O-])[O-].[K+].[K+] (potassium hydrogenphosphate), N=1N=C(N2C1C=CC=C2)SC2=CC=C(N=N2)N (6-([1,2,4]triazolo[4,3-a]pyridin-3-ylthio)pyridazin-3-amine), BrCC(=O)NC(=O)C1CC1 (N-(2-bromoacetyl)cyclopropanecarboxamide), P(=O)(O)([O-])[O-].[K+].[K+] (potassium hydrogenphosphate), [I-].[K+] (potassium iodide). The solvent is CO (MeOH), CC(=O)N(C)C (DMA). Reaction conditions: temperature 120 celsius, time 2 hour. The product is N=1N=C(N2C1C=CC=C2)SC=2C=CC=1N(N2)C=C(N1)NC(=O)C1CC1 (N-(6-([1,2,4]Triazolo[4,3-a]pyridin-3-ylthio)imidazo[1,2-b]pyridazin-2-yl)cyclopropanecarboxamide). Yield: 34.2%. RXN SMILES: [N:1]1[N:2]=[C:3]([S:10][C:11]2[N:16]=[N:15][C:14]([NH2:17])=[CH:13][CH:12]=2)[N:4]2[CH:9]=[CH:8][CH:7]=[CH:6][C:5]=12.Br[CH2:19][C:20]([NH:22][C:23]([CH:25]1[CH2:27][CH2:26]1)=[O:24])=O.P([O-])([O-])(O)=O.[K+].[K+].[I-].[K+]>CC(N(C)C)=O.CO>[N:1]1[N:2]=[C:3]([S:10][C:11]2[CH:12]=[CH:13][C:14]3[N:15]([CH:19]=[C:20]([NH:22][C:23]([CH:25]4[CH2:27][CH2:26]4)=[O:24])[N:17]=3)[N:16]=2)[N:4]2[CH:9]=[CH:8][CH:7]=[CH:6][C:5]=12 |f:2.3.4,5.6|. Procedure: A mixture of 6-([1,2,4]triazolo[4,3-a]pyridin-3-ylthio)pyridazin-3-amine (2.443 g, 10 mmol), N-(2-bromoacetyl)cyclopropanecarboxamide (3.09 g, 15.00 mmol), potassium hydrogenphosphate (5.23 g, 30.0 mmol) and potassium iodide (0.830 g, 5.00 mmol) in DMA (100 mL) was stirred at 120° C. for 2 hrs. Additional amounts of N-(2-bromoacetyl)cyclopropanecarboxamide (2.06 g, 10 mmol) and potassium hydrogenphosphate (1.74 g, 10 mmol) were added to the mixture and the reaction was stirred at 120° C. for ano... Run in C(C)O (ethanol), O (water). Reactants: ClC1=C(OCCNC(CC)=O)C=C(C(=C1)F)N1C(N(C(=CC1=O)C(F)(F)F)C)=O (N-[2-{2-chloro-5-[3,6-dihydro-2,6-dioxo-3-methyl-4 -trifluoromethyl-1(2H)-pyrimidinyl]-4-fluorophenoxy}-ethyl]propionamide), Cl (hydrochloric acid). Product: Cl.NCCOC=1C(=CC(=C(C1)N1C(N(C(=CC1=O)C(F)(F)F)C)=O)F)Cl (3-[5-(2-aminoethoxy)-4-chloro-2-fluorophenyl]-1-methyl-6-trifluoromethyl-2,4(1H,3H)-pyrimidinedione hydrochloride). Procedure: A solution of 17.0 g of N-[2-{2-chloro-5-[3,6-dihydro-2,6-dioxo-3-methyl-4 -trifluoromethyl-1(2H)-pyrimidinyl]-4-fluorophenoxy}-ethyl]propionamide in 100 ml of ethanol is heated at reflux temperature for 5 hours with a solution of 75 ml of concentrated hydrochloric acid in 75 ml of water. The ethanol is subsequently distilled off at 50° C. and the clear aqueous solution is neutralized with sodium bicarbonate. The oily precipitate is dissolved in ethyl acetate and the solution is washed with wate... As a reaction SMILES: [Cl:1][C:2]1[CH:15]=[C:14]([F:16])[C:13]([N:17]2[C:22](=[O:23])[CH:21]=[C:20]([C:24]([F:27])([F:26])[F:25])[N:19]([CH3:28])[C:18]2=[O:29])=[CH:12][C:3]=1[O:4][CH2:5][CH2:6][NH:7]C(=O)CC.Cl>C(O)C.O>[ClH:1].[NH2:7][CH2:6][CH2:5][O:4][C:3]1[C:2]([Cl:1])=[CH:15][C:14]([F:16])=[C:13]([N:17]2[C:22](=[O:23])[CH:21]=[C:20]([C:24]([F:25])([F:26])[F:27])[N:19]([CH3:28])[C:18]2=[O:29])[CH:12]=1 |f:4.5|. The reactants are CC1=NC=2CCC(CC2C(=N1)N1CCOC2=C(C1)C=C(C=C2)B(O)O)(C)C (4-(2,6,6-trimethyl-5,6,7,8-tetrahydroquinazolin-4-yl)-2,3,4,5-tetrahydrobenzo[f][1,4]oxazepin-7-ylboronic acid), NC1=NC=C(C=C1S(=O)(=O)N(C)C)Br (2-amino-5-bromo-N,N-dimethylpyridine-3-sulfonamide). Product: NC1=NC=C(C=C1S(=O)(=O)N(C)C)C=1C=CC2=C(CN(CCO2)C2=NC(=NC=3CCC(CC23)(C)C)C)C1 (2-amino-N,N-dimethyl-5-[4-(2,6,6-trimethyl-5,6,7,8-tetrahydroquinazolin-4-yl)-2,3,4,5-tetrahydro-1,4-benzoxazepin-7-yl]pyridine-3-sulfonamide). RXN SMILES: [CH3:1][C:2]1[N:11]=[C:10]([N:12]2[CH2:18][C:17]3[CH:19]=[C:20](B(O)O)[CH:21]=[CH:22][C:16]=3[O:15][CH2:14][CH2:13]2)[C:9]2[CH2:8][C:7]([CH3:27])([CH3:26])[CH2:6][CH2:5][C:4]=2[N:3]=1.[NH2:28][C:29]1[C:34]([S:35]([N:38]([CH3:40])[CH3:39])(=[O:37])=[O:36])=[CH:33][C:32](Br)=[CH:31][N:30]=1>>[NH2:28][C:29]1[C:34]([S:35]([N:38]([CH3:40])[CH3:39])(=[O:37])=[O:36])=[CH:33][C:32]([C:20]2[CH:21]=[CH:22][C:16]3[O:15][CH2:14][CH2:13][N:12]([C:10]4[C:9]5[CH2:8][C:7]([CH3:27])([CH3:26])[CH2:6][CH2:5][C:4]=5[N:3]=[C:2]([CH3:1])[N:11]=4)[CH2:18][C:17]=3[CH:19]=2)=[CH:31][N:30]=1. Procedure: Prepared according to the method of example 5 by using 4-(2,6,6-trimethyl-5,6,7,8-tetrahydroquinazolin-4-yl)-2,3,4,5-tetrahydrobenzo[f][1,4]oxazepin-7-ylboronic acid (reagent preparation 23) and 2-amino-5-bromo-N,N-dimethylpyridine-3-sulfonamide (reagent preparation 25) in step 1. 1H NMR (400 MHz, methanol-d4): 8.47 (s, 1H), 8.04 (s, 1H), 7.52 (s, 1H), 7.41 (d, 1H), 7.06 (d, 1H), 4.71 (s, 2H), 4.31 (m, 2H), 4.00 (m, 2H), 2.80 (s, 6H), 2.75 (m, 2H), 2.45 (s, 2H), 2.40 (s, 3H), 1.67 (m, 2H), 0.91 ... The reactants are C1(CC1)N1C(=CC=C1)C=O (1-cyclopropyl-1H-pyrrole-2-carbaldehyde), C(CCC(=O)OCC)(=O)OCC (diethyl succinate), Cl (HCl), C(=O)(C)O[K] (AcOK), Na. The solvent is CCO (EtOH), C(C)(=O)OC(C)=O (acetic anhydride), CCO (EtOH). Yields the product C(C)(=O)OC1=C2C=CN(C2=CC(=C1)C(=O)OCC)C1CC1 (ethyl 4-acetoxy-1-cyclopropyl-1H-indole-6-carboxylate). RXN SMILES: [CH:1]1([N:4]2[CH:8]=[CH:7][CH:6]=[C:5]2[CH:9]=O)[CH2:3][CH2:2]1.[C:11]([O:20][CH2:21][CH3:22])(=O)[CH2:12][CH2:13][C:14]([O:16][CH2:17][CH3:18])=[O:15].Cl.C(O[K])(C)=[O:25]>CCO.C(OC(=O)C)(=O)C>[C:21]([O:20][C:11]1[CH:12]=[C:13]([C:14]([O:16][CH2:17][CH3:18])=[O:15])[CH:9]=[C:5]2[C:6]=1[CH:7]=[CH:8][N:4]2[CH:1]1[CH2:2][CH2:3]1)(=[O:25])[CH3:22]. Reported procedure: 14.57 g of Na was added portionwise to 400 ml of EtOH. To the mixture was added a solution of 38.91 g of 1-cyclopropyl-1H-pyrrole-2-carbaldehyde and 48.23 ml of diethyl succinate in 100 ml of EtOH at 50° C., then the mixture was refluxed overnight. 140 ml of 5N HCl was added to the mixture at 0° C. and EtOH was evaporated. The concentrate was extracted with CHCl3 and the extract was dried over Na2SO4 and concentrated to give red oil. The material was dissolved in 400 ml of acetic anhydride and 4... Reactants: CCCCO, CCOC(C)=O, Nc1cc(C2CC2)[nH]n1, CCN(C(C)C)C(C)C, Cc1cc(Cl)nc(Cl)n1. Yields the product Cc1cc(Nc2cc(C3CC3)[nH]n2)nc(Cl)n1. Reaction SMILES: [CH2:28]([OH:29])[CH2:30][CH2:31][CH3:32].[CH3:33][CH2:34][O:35][C:36](=[O:37])[CH3:38].[CH:10]1([c:13]2[cH:14][c:15]([NH2:18])[n:16][nH:17]2)[CH2:11][CH2:12]1.[CH:19]([N:20]([CH:21]([CH3:22])[CH3:23])[CH2:24][CH3:25])([CH3:26])[CH3:27].[Cl:1][c:2]1[n:3][c:4]([CH3:9])[cH:5][c:6]([Cl:8])[n:7]1>>[Cl:1][c:2]1[n:3][c:4]([CH3:9])[cH:5][c:6]([NH:18][c:15]2[cH:14][c:13]([CH:10]3[CH2:11][CH2:12]3)[nH:17][n:16]2)[n:7]1. Product: COC(=O)COc1ncc(C)cc1[N+](=O)[O-]. RXN SMILES: [CH3:1][O:2][C:3]([CH2:4][OH:5])=[O:6].[Cl:9][c:10]1[n:11][cH:12][c:13]([CH3:19])[cH:14][c:15]1[N+:16](=[O:17])[O-:18].[H-:7].[Na+:8].[O:21]1[CH2:22][CH2:23][CH2:24][CH2:25]1.[OH2:20]>>[CH3:1][O:2][C:3]([CH2:4][O:5][c:10]1[n:11][cH:12][c:13]([CH3:19])[cH:14][c:15]1[N+:16](=[O:17])[O-:18])=[O:6]. The reactants are COC(=O)CO, Cc1cnc(Cl)c([N+](=O)[O-])c1, [H-], [Na+], C1CCOC1, O. The reactants are FC1=CC=C(C=C1)C=1N=C(N(C1C1=CC=C(C=C1)F)/C=C/C=O)C(C)C ((E)-3-[4,5-bis(4-fluorophenyl)-2-(1-methylethyl)-1H-imidazol-1-yl]-2-propenal), C(CC(=O)C)(=O)OC (methyl acetoacetate), [H-].[Na+] (sodium hydride), C(CCC)[Li] (n-butyl lithium), Intermediate ( 10a ). Yields the product FC1=CC=C(C=C1)C=1N=C(N(C1C1=CC=C(C=C1)F)/C=C/C(CC(CC(=O)OC)=O)O)C(C)C (Methyl (±)-(E)-7-[4,5-bis(4-fluorophenyl)-2-(1-methylethyl)-1H-imidazol-1-yl]-5-hydroxy-3-oxo-6-heptenoate). As a reaction SMILES: [F:1][C:2]1[CH:7]=[CH:6][C:5]([C:8]2[N:9]=[C:10]([CH:24]([CH3:26])[CH3:25])[N:11](/[CH:20]=[CH:21]/[CH:22]=[O:23])[C:12]=2[C:13]2[CH:18]=[CH:17][C:16]([F:19])=[CH:15][CH:14]=2)=[CH:4][CH:3]=1.[C:27]([O:33][CH3:34])(=[O:32])[CH2:28][C:29]([CH3:31])=[O:30].[H-].[Na+].C([Li])CCC>>[F:1][C:2]1[CH:3]=[CH:4][C:5]([C:8]2[N:9]=[C:10]([CH:24]([CH3:26])[CH3:25])[N:11](/[CH:20]=[CH:21]/[CH:22]([OH:23])[CH2:31][C:29](=[O:30])[CH2:28][C:27]([O:33][CH3:34])=[O:32])[C:12]=2[C:13]2[CH:18]=[CH:17][C:16]([F:19])=[CH:15][CH:14]=2)=[CH:6][CH:7]=1 |f:2.3|. Procedure details: From (E)-3-[4,5-bis(4-fluorophenyl)-2-(1-methylethyl)-1H-imidazol-1-yl]-2-propenal (0.100 g), methyl acetoacetate (0.028 ml), sodium hydride (0.031 g, washed with dry THF(3×3 ml)) and n-butyl lithium (1.4M in, hexanes, 0.26 ml) by the process as described for the preparation of Intermediate (10a) to afford a dark orange oil which was purified by FCC eluting with System A (2:3, 1:1) to afford the title compound (0.054 g) as an orange solid, Rf (System A 2:3) 0.18;